This data is from the Open Reaction Database (ORD), a public repository of structured organic reaction records. The task is: describe an organic reaction: reactants, conditions, products, and yield Reactants: C[N+]1([O-])CCOCC1, ClCCl, COc1ccc(-c2cccc(CO)c2)cc1CNC(=O)OC(C)(C)C. Product: COc1ccc(-c2cccc(C=O)c2)cc1CNC(=O)OC(C)(C)C. Reaction SMILES: [CH3:26][N+:27]1([O-:28])[CH2:29][CH2:30][O:31][CH2:32][CH2:33]1.[Cl:34][CH2:35][Cl:36].[OH:1][CH2:2][c:3]1[cH:4][c:5](-[c:9]2[cH:10][cH:11][c:12]([O:24][CH3:25])[c:13]([CH2:14][NH:15][C:16]([O:17][C:18]([CH3:19])([CH3:20])[CH3:21])=[O:22])[cH:23]2)[cH:6][cH:7][cH:8]1>>[O:1]=[CH:2][c:3]1[cH:4][c:5](-[c:9]2[cH:10][cH:11][c:12]([O:24][CH3:25])[c:13]([CH2:14][NH:15][C:16]([O:17][C:18]([CH3:19])([CH3:20])[CH3:21])=[O:22])[cH:23]2)[cH:6][cH:7][cH:8]1. Reactants: COCCOc1cc(N(C)S(=O)(=O)c2ccccn2)c2[nH]c(C(=O)NCC3(SCc4ccccc4)CCSCC3)cc2c1, CC#N, O=S(=O)(OS(=O)(=O)C(F)(F)F)C(F)(F)F, [Na+], O=C([O-])O, O=P(c1ccccc1)(c1ccccc1)c1ccccc1, CSc1ccccc1. Product: COCCOc1cc(N(C)S(=O)(=O)c2ccccn2)c2[nH]c(C3=NCC4(CCSCC4)S3)cc2c1. RXN SMILES: [CH2:36]([c:38]1[cH:39][cH:40][cH:41][cH:42][cH:53]1)[S:43][C:44]1([CH2:50][NH:51][C:52](=[O:37])[c:54]2[nH:55][c:56]3[c:57]([N:68]([S:69](=[O:70])(=[O:71])[c:72]4[n:73][cH:74][cH:75][cH:76][cH:77]4)[CH3:78])[cH:58][c:59]([O:63][CH2:64][CH2:65][O:66][CH3:67])[cH:60][c:61]3[cH:62]2)[CH2:45][CH2:46][S:47][CH2:48][CH2:49]1.[CH3:92][C:93]#[N:94].[F:21][C:22]([S:23]([O:24][S:25]([C:26]([F:27])([F:28])[F:29])(=[O:30])=[O:31])(=[O:32])=[O:33])([F:34])[F:35].[Na+:87].[OH:88][C:89](=[O:90])[O-:91].[c:1]1([P:2](=[O:3])([c:4]2[cH:5][cH:6][cH:7][cH:8][cH:9]2)[c:10]2[cH:11][cH:12][cH:13][cH:14][cH:15]2)[cH:16][cH:17][cH:18][cH:19][cH:20]1.[c:79]1([S:80][CH3:81])[cH:82][cH:83][cH:84][cH:85][cH:86]1>>[S:43]1[C:44]2([CH2:45][CH2:46][S:47][CH2:48][CH2:49]2)[CH2:50][N:51]=[C:52]1[c:54]1[nH:55][c:56]2[c:57]([N:68]([S:69](=[O:70])(=[O:71])[c:72]3[n:73][cH:74][cH:75][cH:76][cH:77]3)[CH3:78])[cH:58][c:59]([O:63][CH2:64][CH2:65][O:66][CH3:67])[cH:60][c:61]2[cH:62]1. The reactants are B(F)(F)F.CCOCC (BF3 Et2O), BrC1=C(C#N)C=CC(=C1)F (2-bromo-4-fluorobenzonitrile), Ti(Oi-Pr)4, CC[Mg+].[Br-] (EtMgBr). The solvent is CCOCC (ether). Conditions: time 1 hour. Yields the product BrC1=C(C=CC(=C1)F)C1(CC1)N (1-(2-Bromo-4-fluorophenyl)cyclopropanamine). The yield is 52.2%. Reaction SMILES: [Br:1][C:2]1[CH:9]=[C:8]([F:10])[CH:7]=[CH:6][C:3]=1[C:4]#[N:5].[CH3:11][CH2:12][Mg+].[Br-].B(F)(F)F.CCOCC>CCOCC>[Br:1][C:2]1[CH:9]=[C:8]([F:10])[CH:7]=[CH:6][C:3]=1[C:4]1([NH2:5])[CH2:12][CH2:11]1 |f:1.2,3.4|. Reported procedure: To a stirred solution of 2-bromo-4-fluorobenzonitrile (5 g, 25 mmol) and Ti(Oi-Pr)4 (9.05 mL, 27.5 mmol) in ether (100 mL) at −78° C. was added EtMgBr (18.3 mL, 55 mmol) dropwise. The solution was allowed to warm to room temperature and stirred for 1 hour before BF3-Et2O (6.25 mL) was added and stirring continued at room temperature for another 1 hour. The reaction solution was quenched with 1 N HCl solution, and washed with EtOAc. The aqueous layer was adjusted to pH˜10 with aq. NaOH (2 N) solu... Reactants: BrCCc1ccc2ccccc2c1, O=C1c2cc3c(cc2CCN1CC1CCCCNC1)OCO3. Yields the product Br, O=C1c2cc3c(cc2CCN1CC1CCCCN(CCc2ccc4ccccc4c2)C1)OCO3. Reaction SMILES: [Br:23][CH2:24][CH2:25][c:26]1[cH:27][c:28]2[cH:29][cH:30][cH:31][cH:32][c:33]2[cH:34][cH:35]1.[NH:1]1[CH2:2][CH:3]([CH2:8][N:9]2[C:10](=[O:22])[c:11]3[cH:12][c:13]4[c:14]([cH:15][c:16]3[CH2:17][CH2:18]2)[O:19][CH2:20][O:21]4)[CH2:4][CH2:5][CH2:6][CH2:7]1>>[BrH:23].[N:1]1([CH2:24][CH2:25][c:26]2[cH:27][c:28]3[cH:29][cH:30][cH:31][cH:32][c:33]3[cH:34][cH:35]2)[CH2:2][CH:3]([CH2:8][N:9]2[C:10](=[O:22])[c:11]3[cH:12][c:13]4[c:14]([cH:15][c:16]3[CH2:17][CH2:18]2)[O:19][CH2:20][O:21]4)[CH2:4][CH2:5][CH2:6][CH2:7]1. Starting materials: CC[O-], CCO, O=C(O)CCc1oc(Cl)nc1-c1ccc(Cl)cc1, [Na+], [Na]. The product is CCOc1nc(-c2ccc(Cl)cc2)c(CCC(=O)O)o1. RXN SMILES: [CH3:20][CH2:21][O-:22].[CH3:24][CH2:25][OH:26].[Cl:1][c:2]1[o:3][c:4]([CH2:14][CH2:15][C:16](=[O:17])[OH:18])[c:5](-[c:7]2[cH:8][cH:9][c:10]([Cl:13])[cH:11][cH:12]2)[n:6]1.[Na+:19].[Na:23]>>[c:2]1([O:22][CH2:21][CH3:20])[o:3][c:4]([CH2:14][CH2:15][C:16](=[O:17])[OH:18])[c:5](-[c:7]2[cH:8][cH:9][c:10]([Cl:13])[cH:11][cH:12]2)[n:6]1. Starting materials: C(=O)(O)CCCN([C@@H](C(C)C)C(=O)N[C@@H](C(C)C)C(=O)N(C)[C@H]([C@@H](CC(=O)N1[C@@H](CCC1)[C@@H]([C@H](C(=O)N[C@@H](CC1=CC=CC=C1)\C=C\C1=CC=CC=C1)C)OC)OC)[C@H](CC)C)C (N-(3-carboxypropyl)-N-methyl-L-valyl-N-[(3R,4S,5S)-1-{(2S)-2-[(1R,2R)-3-{[(2S,3E)-1,4-diphenylbut-3-en-2-yl]amino}-1-methoxy-2-methyl-3-oxopropyl]pyrrolidin-1-yl}-3-methoxy-5-methyl-1-oxoheptan-4-yl]-N-methyl-L-valinamide), Cl.O=C1N(C(C=C1)=O)CCCCCC(=O)NN (6-(2,5-dioxo-2,5-dihydro-1H-pyrrol-1-yl)hexanehydrazide hydrochloride), Intermediate 157. Yields the product O=C1N(C(C=C1)=O)CCCCCC(=O)NNC(CCCN([C@@H](C(C)C)C(=O)N[C@@H](C(C)C)C(=O)N(C)[C@H]([C@@H](CC(=O)N1[C@@H](CCC1)[C@@H]([C@H](C(=O)N[C@@H](CC1=CC=CC=C1)\C=C\C1=CC=CC=C1)C)OC)OC)[C@H](CC)C)C)=O (N-(4-{2-[6-(2,5-dioxo-2,5-dihydro-1H-pyrrol-1-yl)hexanoyl]hydrazino}-4-oxobutyl)-N-methyl-L-valyl-N-[(3R,4S,5S)-1-{(2S)-2-[(1R,2R)-3-{[(2S,3E)-1,4-diphenylbut-3-en-2-yl]amino}-1-methoxy-2-methyl-3-oxopropyl]pyrrolidin-1-yl}-3-methoxy-5-methyl-1-oxoheptan-4-yl]-N-methyl-L-valinamide). RXN SMILES: [C:1]([CH2:4][CH2:5][CH2:6][N:7]([CH3:63])[C@H:8]([C:12]([NH:14][C@H:15]([C:19]([N:21]([C@@H:23]([C@@H:59]([CH3:62])[CH2:60][CH3:61])[C@H:24]([O:57][CH3:58])[CH2:25][C:26]([N:28]1[CH2:32][CH2:31][CH2:30][C@H:29]1[C@H:33]([O:55][CH3:56])[C@@H:34]([CH3:54])[C:35]([NH:37][C@H:38](/[CH:46]=[CH:47]/[C:48]1[CH:53]=[CH:52][CH:51]=[CH:50][CH:49]=1)[CH2:39][C:40]1[CH:45]=[CH:44][CH:43]=[CH:42][CH:41]=1)=[O:36])=[O:27])[CH3:22])=[O:20])[CH:16]([CH3:18])[CH3:17])=[O:13])[CH:9]([CH3:11])[CH3:10])(O)=[O:2].Cl.[O:65]=[C:66]1[CH:70]=[CH:69][C:68](=[O:71])[N:67]1[CH2:72][CH2:73][CH2:74][CH2:75][CH2:76][C:77]([NH:79][NH2:80])=[O:78]>>[O:71]=[C:68]1[CH:69]=[CH:70][C:66](=[O:65])[N:67]1[CH2:72][CH2:73][CH2:74][CH2:75][CH2:76][C:77]([NH:79][NH:80][C:1](=[O:2])[CH2:4][CH2:5][CH2:6][N:7]([CH3:63])[C@H:8]([C:12]([NH:14][C@H:15]([C:19]([N:21]([C@@H:23]([C@@H:59]([CH3:62])[CH2:60][CH3:61])[C@H:24]([O:57][CH3:58])[CH2:25][C:26]([N:28]1[CH2:32][CH2:31][CH2:30][C@H:29]1[C@H:33]([O:55][CH3:56])[C@@H:34]([CH3:54])[C:35]([NH:37][C@H:38](/[CH:46]=[CH:47]/[C:48]1[CH:49]=[CH:50][CH:51]=[CH:52][CH:53]=1)[CH2:39][C:40]1[CH:41]=[CH:42][CH:43]=[CH:44][CH:45]=1)=[O:36])=[O:27])[CH3:22])=[O:20])[CH:16]([CH3:17])[CH3:18])=[O:13])[CH:9]([CH3:11])[CH3:10])=[O:78] |f:1.2|. Procedure: 8 mg (9.1 mmol) of N-(3-carboxypropyl)-N-methyl-L-valyl-N-[(3R,4S,5S)-1-{(2S)-2-[(1R,2R)-3-{[(2S,3E)-1,4-diphenylbut-3-en-2-yl]amino}-1-methoxy-2-methyl-3-oxopropyl]pyrrolidin-1-yl}-3-methoxy-5-methyl-1-oxoheptan-4-yl]-N-methyl-L-valinamide and 7.2 mg (27.4 mmol) of 6-(2,5-dioxo-2,5-dihydro-1H-pyrrol-1-yl)hexanehydrazide hydrochloride were coupled and worked up in analogy to Intermediate 157. 8.2 mg (82% of theory) of the title compound were obtained as a white solid. The reactants are [Li]C, CC1(C)COC(c2c(F)c(F)c(F)c(F)c2F)=N1, O. RXN SMILES: [CH3:19][Li:20].[F:1][c:2]1[c:3]([F:18])[c:4]([F:17])[c:5]([F:16])[c:6]([F:15])[c:7]1[C:8]1=[N:12][C:11]([CH3:13])([CH3:14])[CH2:10][O:9]1.[OH2:21]>>[c:2]1([CH3:19])[c:3]([F:18])[c:4]([F:17])[c:5]([F:16])[c:6]([F:15])[c:7]1[C:8]1=[N:12][C:11]([CH3:13])([CH3:14])[CH2:10][O:9]1. Product: Cc1c(F)c(F)c(F)c(F)c1C1=NC(C)(C)CO1. Reactants: CC1(CNCC1)O (3-methylpyrrolidin-3-ol), C(C)(C)N(CC)C(C)C (diisopropylethylamine), O[C@@H]1CNCC1 ((S)-3-hydroxypyrrolidine), OC1(CC(CCC1)C)CNC(=O)C=1C=2C=CC(=NC2C=CC1Cl)Cl (2,6-dichloro-quinoline-5-carboxylic acid (1-hydroxy-3-methyl-cyclohexylmethyl)-amide). Run in C(C)#N (acetonitrile), C(C)N(CC)CC (triethylamine). The product is ClC1=C(C=2C=CC(=NC2C=C1)N1CC(CC1)(C)O)C(=O)NC[C@]1(C[C@H](CCC1)C)O (6-Chloro-N-{[(1S,3S)-1-hydroxy-3-methylcyclohexyl]methyl}-2-(3-hydroxy-3-methylpyrrolidin-1-yl)quinoline-5-carboxamide). RXN SMILES: [CH3:1][C:2]1([OH:7])[CH2:6][CH2:5][NH:4][CH2:3]1.O[C@H]1CCNC1.[OH:14][C:15]1([CH2:22][NH:23][C:24]([C:26]2[C:27]3[CH:28]=[CH:29][C:30](Cl)=[N:31][C:32]=3[CH:33]=[CH:34][C:35]=2[Cl:36])=[O:25])[CH2:20][CH2:19][CH2:18][CH:17]([CH3:21])[CH2:16]1.C(N(C(C)C)CC)(C)C>C(#N)C.C(N(CC)CC)C>[Cl:36][C:35]1[CH:34]=[CH:33][C:32]2[N:31]=[C:30]([N:4]3[CH2:5][CH2:6][C:2]([OH:7])([CH3:1])[CH2:3]3)[CH:29]=[CH:28][C:27]=2[C:26]=1[C:24]([NH:23][CH2:22][C@:15]1([OH:14])[CH2:20][CH2:19][CH2:18][C@H:17]([CH3:21])[CH2:16]1)=[O:25]. Procedure details: The title compound was prepared by the method of Example 1, step e) by reacting 3-methylpyrrolidin-3-ol (0.42 g) (instead of (S)-3-hydroxypyrrolidine) with 2,6-dichloro-quinoline-5-carboxylic acid (1-hydroxy-3-methyl-cyclohexylmethyl)-amide (0.10 g) and triethylamine (0.38 ml) (instead of diisopropylethylamine) in acetonitrile (1 ml) to afford the title compound crude and as a 1:1 mixture of diastereomers. The reaction was concentrated in vacuo and the products isolated by flash column chromatog... The reactants are C=O (paraformaldehyde), C(C)(=O)O.C(C)(=O)O.C(C1=CC=CC=C1)NCCNCC1=CC=CC=C1 (N,N′-dibenzylethylenediamine diacetate), [N+](=O)([O-])CCC1=CC=CC=C1 (2-Nitroethylbenzene), C1(=CC=CC=C1)C.CO (toluene methanol), C=O (Paraformaldehyde). The product is C(C1=CC=CC=C1)N1CCN(CC(C1)([N+](=O)[O-])CC1=CC=CC=C1)CC1=CC=CC=C1 (1,4-Dibenzyl-6-benzyl-6-nitro-1,4-diazepane). Yield: 89.0%. As a reaction SMILES: [C:1](O)(=O)C.C(O)(=O)C.[CH2:9]([NH:16][CH2:17][CH2:18][NH:19][CH2:20][C:21]1[CH:26]=[CH:25][CH:24]=[CH:23][CH:22]=1)[C:10]1[CH:15]=[CH:14][CH:13]=[CH:12][CH:11]=1.[N+:27]([CH2:30][CH2:31]C1C=CC=CC=1)([O-:29])=[O:28].C=O.[C:40]1([CH3:46])[CH:45]=[CH:44][CH:43]=[CH:42][CH:41]=1.CO>>[CH2:9]([N:16]1[CH2:31][C:30]([CH2:46][C:40]2[CH:45]=[CH:44][CH:43]=[CH:42][CH:41]=2)([N+:27]([O-:29])=[O:28])[CH2:1][N:19]([CH2:20][C:21]2[CH:26]=[CH:25][CH:24]=[CH:23][CH:22]=2)[CH2:18][CH2:17]1)[C:10]1[CH:11]=[CH:12][CH:13]=[CH:14][CH:15]=1 |f:0.1.2,5.6|. Procedure details: In a 250 mL round-bottom flask N,N′-dibenzylethylenediamine diacetate (19.67 g, 54.6 mmol) and 2-nitroethylbenzene (4, 8.28 g, 54.6 mmol) are dissolved in 1:1 toluene/methanol (100 mL). Paraformaldehyde (5.74 g, 0.191 mol) is added portion wise to the solution and the resulting suspension is refluxed. The mixture becomes homogeneous (dissolution of paraformaldehyde) and after 3 h at reflux, the mixture is cooled and evaporated in vacuo. The residue is recrystallized from methanol, obtaining pure...